From a dataset of the Open Reaction Database (ORD), a public repository of structured organic reaction records. describe an organic reaction: reactants, conditions, products, and yield Reactants: BrC1=C(C2=C(S1)CCCC2)C(=O)O (2-bromo-4,5,6,7-tetrahydrobenzo[b]thiophene-3-carboxylic acid), NC1=C(C=C(C=C1)C)O (2-amino-5-methylphenol). The solvent is S(=O)(Cl)Cl (thionyl chloride). Product: BrC1=C(C2=C(S1)CCCC2)C(=O)NC2=C(C=C(C=C2)C)O (2-bromo-4,5,6,7-tetrahydro-N-(2-hydroxy-4-methylphenyl)-benzo[b]thiophene-3-carboxamide). The yield is 68.9%. Reaction SMILES: [Br:1][C:2]1[S:6][C:5]2[CH2:7][CH2:8][CH2:9][CH2:10][C:4]=2[C:3]=1[C:11]([OH:13])=O.[NH2:14][C:15]1[CH:20]=[CH:19][C:18]([CH3:21])=[CH:17][C:16]=1[OH:22]>S(Cl)(Cl)=O>[Br:1][C:2]1[S:6][C:5]2[CH2:7][CH2:8][CH2:9][CH2:10][C:4]=2[C:3]=1[C:11]([NH:14][C:15]1[CH:20]=[CH:19][C:18]([CH3:21])=[CH:17][C:16]=1[OH:22])=[O:13]. Procedure: In the same manner as in Starting Material Synthesis Example 60 and using 2-bromo-4,5,6,7-tetrahydrobenzo[b]thiophene-3-carboxylic acid (6 g), thionyl chloride (30 ml), 2-amino-5-methylphenol (3.14 g), 2-bromo-4,5,6,7-tetrahydro-N-(2-hydroxy-4-methylphenyl)-benzo[b]thiophene-3-carboxamide (5.8 g) was obtained. Starting materials: [N+](=O)([O-])C=1C=C(C(=O)C2=CC=NC=C2)C=CC1N (4-(3-nitro-4-aminobenzoyl)pyridine), [H][H] (hydrogen). Reagents/catalysts: [Pd] (palladium on carbon). Solvent: O1CCCC1 (tetrahydrofuran). Yields the product NC=1C=C(C(=O)C2=CC=NC=C2)C=CC1N (4-(3,4-diaminobenzoyl)pyridine). Reaction SMILES: [N+:1]([C:4]1[CH:5]=[C:6]([CH:15]=[CH:16][C:17]=1[NH2:18])[C:7]([C:9]1[CH:14]=[CH:13][N:12]=[CH:11][CH:10]=1)=[O:8])([O-])=O.[H][H]>O1CCCC1.[Pd]>[NH2:1][C:4]1[CH:5]=[C:6]([CH:15]=[CH:16][C:17]=1[NH2:18])[C:7]([C:9]1[CH:10]=[CH:11][N:12]=[CH:13][CH:14]=1)=[O:8]. Reported procedure: A suspension of 20 g. (0.082 mol) of 4-(3-nitro-4-aminobenzoyl)pyridine in 1 liter of tetrahydrofuran containing 5 g. of 5% palladium on carbon was reduced with hydrogen under a pressure of 3 atmospheres. The resulting mixture was filtered and concentrated in vacuo to reddish oil which was dissolved in a minimum amount of methylene chloride and diluted with petroleum ether to yield 4-(3,4-diaminobenzoyl)pyridine as an unstable orange solid, mp. 210° -214° C. (water-Norite).